From a dataset of the Open Reaction Database (ORD), a public repository of structured organic reaction records. describe an organic reaction: reactants, conditions, products, and yield The product is CC1(C)C=Cc2cc(Br)ccc2N1. The reactants are C#CC(C)(C)Nc1ccc(Br)cc1, Cc1ccccc1, CCOC(C)=O, Cl[Cu], O. Reaction SMILES: [Br:1][c:2]1[cH:3][cH:4][c:5]([NH:8][C:9]([CH3:10])([C:11]#[CH:12])[CH3:13])[cH:6][cH:7]1.[CH3:14][c:15]1[cH:16][cH:17][cH:18][cH:19][cH:20]1.[CH3:24][CH2:25][O:26][C:27]([CH3:28])=[O:29].[Cl:22][Cu:23].[OH2:21]>>[Br:1][c:2]1[cH:3][cH:4][c:5]2[c:6]([cH:7]1)[CH:12]=[CH:11][C:9]([CH3:10])([CH3:13])[NH:8]2.